From a dataset of the Open Reaction Database (ORD), a public repository of structured organic reaction records. describe an organic reaction: reactants, conditions, products, and yield Starting materials: C(C)OP(=O)(OCC)CS(=O)(=O)CC1CCN(CC1)C(=O)OC(C)(C)C (tert-butyl 4-(diethoxyphosphorylmethanesulfonylmethyl)piperidine-1-carboxylate), suspension, [H-].[Na+] (sodium hydride), paraffin, N=1C=C2C=C(SC3=CC=CC1N23)C=O (5-thia-1,8b-diazaacenaphthylene-4-carbaldehyde). Run in O (water), C1(=CC=CC=C1)C (toluene), CN(C=O)C (N,N-dimethylformamide), C1(=CC=CC=C1)C (toluene). Conditions: time 1 hour. Yields the product C(C)(C)(C)OC(=O)N1CCC(CC1)CS(=O)(=O)/C=C/C1=CC2=CN=C3C=CC=C(S1)N32 ((E)-4-[2-[1-(tert-butoxycarbonyl)piperidin-4-ylmethane-sulfonyl]viny]-5-thia-1,8b-diazaacenaphthylene). RXN SMILES: C(OP([CH2:9][S:10]([CH2:13][CH:14]1[CH2:19][CH2:18][N:17]([C:20]([O:22][C:23]([CH3:26])([CH3:25])[CH3:24])=[O:21])[CH2:16][CH2:15]1)(=[O:12])=[O:11])(OCC)=O)C.[H-].[Na+].[N:29]1[CH:30]=[C:31]2[N:40]3[C:35](=[CH:36][CH:37]=[CH:38][C:39]=13)[S:34][C:33]([CH:41]=O)=[CH:32]2>C1(C)C=CC=CC=1.CN(C)C=O.O>[C:23]([O:22][C:20]([N:17]1[CH2:16][CH2:15][CH:14]([CH2:13][S:10](/[CH:9]=[CH:41]/[C:33]2[S:34][C:35]3[N:40]4[C:31](=[CH:30][N:29]=[C:39]4[CH:38]=[CH:37][CH:36]=3)[CH:32]=2)(=[O:11])=[O:12])[CH2:19][CH2:18]1)=[O:21])([CH3:24])([CH3:25])[CH3:26] |f:1.2|. Reported procedure: To a solution of 2.01 g (4.87 mM) of tert-butyl 4-(diethoxyphosphorylmethanesulfonylmethyl)piperidine-1-carboxylate in 30 ml of toluene was added 0.18 g (4.43 mM) of a 60% suspension of sodium hydride in liquid paraffin at room temperature, and the mixture was stirred at the prevailing temperature for 1 hour. This reaction mixture was added to a solution of the above crude 5-thia-1,8b-diazaacenaphthylene-4-carbaldehyde in N,N-dimethylformamide (10 ml)-toluene (30 ml) at room temperature and the ... Starting materials: [N+](=O)([O-])C1=CC=C(C=C1)CN1CCOCC1 (4-[(4-nitrophenyl)methyl]morpholine), C(C)(=O)O (acetic acid). The reagents and catalysts are [Zn] (zinc). The solvent is C(C)O (ethanol). Reaction conditions: time 4 hour. Yields the product O1CCN(CC1)CC1=CC=C(N)C=C1 (4-(morpholinomethyl)aniline). Reaction SMILES: [N+:1]([C:4]1[CH:9]=[CH:8][C:7]([CH2:10][N:11]2[CH2:16][CH2:15][O:14][CH2:13][CH2:12]2)=[CH:6][CH:5]=1)([O-])=O.C(O)(=O)C>[Zn].C(O)C>[O:14]1[CH2:13][CH2:12][N:11]([CH2:10][C:7]2[CH:8]=[CH:9][C:4]([NH2:1])=[CH:5][CH:6]=2)[CH2:16][CH2:15]1. Procedure details: A solution of (i) (205 mg, 0.92 mmol) in 50:50 acetic acid:ethanol (10 mL) was treated with zinc dust (370 mg, 5.53 mmol) then stirred at RT under N2 for 4 hr. The mixture was concentrated under vacuum and the residue suspended in EtOAc (20 mL). The solution was filtered to remove undissolved zinc, and then washed with water (50 mL). The aqueous layer was neutralised then extracted with EtOAc (3×20 mL). The organic extracts were combined and concentrated to give (ii). Sample was used in subseque... Reactants: FC(C=1C=C(C(=O)N2CCC3(C(NCN3C3=C(C=CC=C3)Cl)=O)CC2)C=C(C1)C(F)(F)F)(F)F (8-(3,5-bis-trifluoromethyl-benzoyl)-1-(2-chloro-phenyl)-1,3,8-triaza-spiro[4.5]decan-4-one), Cl.ClCCN1CCCC1 (1-(2-chloroethyl)-pyrrolidine hydrochloride). The product is FC(C=1C=C(C(=O)N2CCC3(C(N(CN3C3=C(C=CC=C3)Cl)CCN3CCCC3)=O)CC2)C=C(C1)C(F)(F)F)(F)F (8-(3,5-Bis-trifluoromethyl-benzoyl)-1-(2-chloro-phenyl)-3-(2-pyrrolidin-1-yl-ethyl)-1,3,8-triaza-spiro[4.5]decan-4-one). As a reaction SMILES: [F:1][C:2]([F:34])([F:33])[C:3]1[CH:4]=[C:5]([CH:26]=[C:27]([C:29]([F:32])([F:31])[F:30])[CH:28]=1)[C:6]([N:8]1[CH2:25][CH2:24][C:11]2([N:15]([C:16]3[CH:21]=[CH:20][CH:19]=[CH:18][C:17]=3[Cl:22])[CH2:14][NH:13][C:12]2=[O:23])[CH2:10][CH2:9]1)=[O:7].Cl.Cl[CH2:37][CH2:38][N:39]1[CH2:43][CH2:42][CH2:41][CH2:40]1>>[F:32][C:29]([F:31])([F:30])[C:27]1[CH:26]=[C:5]([CH:4]=[C:3]([C:2]([F:1])([F:33])[F:34])[CH:28]=1)[C:6]([N:8]1[CH2:9][CH2:10][C:11]2([N:15]([C:16]3[CH:21]=[CH:20][CH:19]=[CH:18][C:17]=3[Cl:22])[CH2:14][N:13]([CH2:37][CH2:38][N:39]3[CH2:43][CH2:42][CH2:41][CH2:40]3)[C:12]2=[O:23])[CH2:24][CH2:25]1)=[O:7] |f:1.2|. Procedure details: The title compound, MS: m/e=603.0 (M+H+), was prepared in accordance with the general method of example 71 from 8-(3,5-bis-trifluoromethyl-benzoyl)-1-(2-chloro-phenyl)-1,3,8-triaza-spiro[4.5]decan-4-one and 1-(2-chloroethyl)-pyrrolidine hydrochloride. The reactants are CC(C)(C)OC(=O)Nc1cc(Cl)c(C(F)(F)F)cc1NC(=O)CC(=O)c1cccc(-n2cncn2)c1, ClCCl, O=C(O)C(F)(F)F. The product is O=C1CC(c2cccc(-n3cncn3)c2)=Nc2cc(Cl)c(C(F)(F)F)cc2N1. Reaction SMILES: [C:1]([O:2][C:3](=[O:4])[NH:7][c:8]1[c:9]([NH:19][C:20]([CH2:21][C:22](=[O:5])[c:23]2[cH:24][c:25](-[n:29]3[n:30][cH:31][n:32][cH:33]3)[cH:26][cH:27][cH:28]2)=[O:35])[cH:10][c:11]([C:15]([F:16])([F:17])[F:18])[c:12]([Cl:14])[cH:13]1)([CH3:6])([CH3:34])[CH3:36].[Cl:44][CH2:45][Cl:46].[F:37][C:38]([F:39])([F:40])[C:41]([OH:42])=[O:43]>>[N:7]1=[C:22]([c:23]2[cH:24][c:25](-[n:29]3[n:30][cH:31][n:32][cH:33]3)[cH:26][cH:27][cH:28]2)[CH2:21][C:20](=[O:35])[NH:19][c:9]2[c:8]1[cH:13][c:12]([Cl:14])[c:11]([C:15]([F:16])([F:17])[F:18])[cH:10]2. Starting materials: Cl.C1(=CC=CC=C1)CCC=1N=C(SC1)C1CCNCC1 (4-[4-(2-Phenylethyl)-1,3-thiazol-2-yl]piperidine hydrochloride), ClC=1C(=NN(C1C)C(C(=O)O)C)C(F)(F)F (2-[4-chloro-5-methyl-3-(trifluoromethyl)-1H-pyrazol-1-yl]propanoic acid). The product is ClC=1C(=NN(C1C)C(C(=O)N1CCC(CC1)C=1SC=C(N1)CCC1=CC=CC=C1)C)C(F)(F)F (2-[4-Chloro-5-methyl-3-(trifluoromethyl)-1H-pyrazol-1-yl]-1-{4-[4-(2-phenylethyl)-1,3-thiazol-2-yl]piperidin-1-yl}propan-1-one). As a reaction SMILES: Cl.[C:2]1([CH2:8][CH2:9][C:10]2[N:11]=[C:12]([CH:15]3[CH2:20][CH2:19][NH:18][CH2:17][CH2:16]3)[S:13][CH:14]=2)[CH:7]=[CH:6][CH:5]=[CH:4][CH:3]=1.[Cl:21][C:22]1[C:23]([C:33]([F:36])([F:35])[F:34])=[N:24][N:25]([CH:28]([CH3:32])[C:29](O)=[O:30])[C:26]=1[CH3:27]>>[Cl:21][C:22]1[C:23]([C:33]([F:35])([F:34])[F:36])=[N:24][N:25]([CH:28]([CH3:32])[C:29]([N:18]2[CH2:19][CH2:20][CH:15]([C:12]3[S:13][CH:14]=[C:10]([CH2:9][CH2:8][C:2]4[CH:7]=[CH:6][CH:5]=[CH:4][CH:3]=4)[N:11]=3)[CH2:16][CH2:17]2)=[O:30])[C:26]=1[CH3:27] |f:0.1|. Reported procedure: 4-[4-(2-Phenylethyl)-1,3-thiazol-2-yl]piperidine hydrochloride (II-1, 309 mg) is reacted analogously to Example I-63 with 2-[4-chloro-5-methyl-3-(trifluoromethyl)-1H-pyrazol-1-yl]propanoic acid (282 mg). After chromatographic purification, this gives 2-[4-chloro-5-methyl-3-(trifluoromethyl)-1H-pyrazol-1-yl]-1-{4-[4-(2-phenylethyl)-1,3-thiazol-2-yl]piperidin-1-yl}propan-1-one (165 mg).